From a dataset of the Open Reaction Database (ORD), a public repository of structured organic reaction records. describe an organic reaction: reactants, conditions, products, and yield Starting materials: C([O-])(O)=O.[Na+] (sodium bicarbonate), C=C1CCN(CC1)C(=O)OC(C)(C)C (tert-butyl 4-methylene-1-piperidine carboxylate), C(C)OCC (diethyl ether), solution, ClC(C(=O)Cl)(Cl)Cl (trichloroacetyl chloride). Reagents/catalysts: [Cu].[Zn] (zinc-copper). Solvent: C(OC)COC (dimethoxyethane). Run at time 5.5 hour. Product: ClC1(C(CC12CCN(CC2)C(=O)OC(C)(C)C)=O)Cl (tert-butyl 1,1-dichloro-2-oxo-7-azaspiro[3.5]nonane-7-carboxylate). Isolated yield 81.1%. RXN SMILES: [CH2:1]=[C:2]1[CH2:7][CH2:6][N:5]([C:8]([O:10][C:11]([CH3:14])([CH3:13])[CH3:12])=[O:9])[CH2:4][CH2:3]1.C(OCC)C.[Cl:20][C:21](Cl)([Cl:25])[C:22](Cl)=[O:23].C(=O)(O)[O-].[Na+]>C(COC)OC.[Cu].[Zn]>[Cl:20][C:21]1([Cl:25])[C:2]2([CH2:7][CH2:6][N:5]([C:8]([O:10][C:11]([CH3:14])([CH3:13])[CH3:12])=[O:9])[CH2:4][CH2:3]2)[CH2:1][C:22]1=[O:23] |f:3.4,6.7|. Procedure details: 49.3 g of tert-butyl 4-methylene-1-piperidine carboxylate was added to a mixture of 157.2 g zinc-copper alloy and 500 ml diethyl ether, and 900 ml solution of 181.8 g trichloroacetyl chloride in dimethoxyethane was added dropwise thereinto over 5.5 hours. After stirred for 30 min, the reaction solution was cooled and saturated aqueous sodium bicarbonate was added thereto at 0° C. or less. The mixture was filtered through Celite and evaporated. The resulting residue was extracted with ethyl aceta... The reactants are CC(C)(C)OC(=O)N1CCNCC1, CCN(C(C)C)C(C)C, O=C(Cl)CCl, ClCCl. The product is CC(C)(C)OC(=O)N1CCN(C(=O)CCl)CC1. Reaction SMILES: [C:1]([CH3:2])([CH3:3])([CH3:4])[O:5][C:6](=[O:7])[N:8]1[CH2:9][CH2:10][NH:11][CH2:12][CH2:13]1.[CH:14]([N:15]([CH2:16][CH3:17])[CH:18]([CH3:19])[CH3:20])([CH3:21])[CH3:22].[Cl:23][CH2:24][C:25](=[O:26])[Cl:27].[Cl:28][CH2:29][Cl:30]>>[C:1]([CH3:2])([CH3:3])([CH3:4])[O:5][C:6](=[O:7])[N:8]1[CH2:9][CH2:10][N:11]([C:25]([CH2:24][Cl:23])=[O:26])[CH2:12][CH2:13]1. Reactants: CC1=NC2=C(C=CC=C2C(=C1C)Cl)OC (2,3-dimethyl-4-chloro-8-methoxy-quinoline), C(C)(=O)[O-].[NH4+] (ammonium acetate), [H][H] (hydrogen). The reagents and catalysts are [Pd] (palladium-on-charcoal). The solvent is C(C)(=O)O (acetic acid). Product: CC1=NC2=C(C=CC=C2C=C1C)OC (2,3-dimethyl-8-methoxyquinoline). Yield: 127.1%. Reaction SMILES: [CH3:1][C:2]1[C:11]([CH3:12])=[C:10](Cl)[C:9]2[C:4](=[C:5]([O:14][CH3:15])[CH:6]=[CH:7][CH:8]=2)[N:3]=1.C([O-])(=O)C.[NH4+].[H][H]>[Pd].C(O)(=O)C>[CH3:1][C:2]1[C:11]([CH3:12])=[CH:10][C:9]2[C:4](=[C:5]([O:14][CH3:15])[CH:6]=[CH:7][CH:8]=2)[N:3]=1 |f:1.2|. Reported procedure: 1.23 g of 2,3-dimethyl-4-chloro-8-methoxy-quinoline, 1 g of ammonium acetate, 20 ml of acetic acid and 1.2 g of palladium-on-charcoal (5%) are introduced into a Parr flask. The mixture is subjected to a hydrogen pressure of 50 psi for 4 h. The reaction medium is filtered and neutralized with 75 ml of 1 N sodium hydroxide. This mixture is extracted with ethyl acetate (2×75 ml). The organic phases are combined, dried over magnesium sulphate and concentrated. 1.32 g (yield: 77%) of 2,3-dimethyl-8-m... The reactants are CC(=O)NCC1(C)OCCc2c1[nH]c1ccccc21, O=P(Cl)(Cl)Cl, c1ccccc1. Product: CC1=NCC2(C)OCCc3c2n1c1ccccc31. Reaction SMILES: [CH3:1][C:2]1([CH2:15][NH:16][C:17]([CH3:18])=[O:19])[O:3][CH2:4][CH2:5][c:6]2[c:7]1[nH:8][c:9]1[cH:10][cH:11][cH:12][cH:13][c:14]21.[P:20]([Cl:21])([Cl:22])([Cl:23])=[O:24].[cH:25]1[cH:26][cH:27][cH:28][cH:29][cH:30]1>>[CH3:1][C:2]12[O:3][CH2:4][CH2:5][c:6]3[c:7]1[n:8]([c:9]1[cH:10][cH:11][cH:12][cH:13][c:14]31)[C:17]([CH3:18])=[N:16][CH2:15]2. Reactants: CC(=O)O, CCOC(=O)c1cn(CC)c2c(F)c(C3CC3)c(F)cc2c1=O, Cl, C1CCOC1. The product is CCn1cc(C(=O)O)c(=O)c2cc(F)c(C3CC3)c(F)c21. RXN SMILES: [C:24]([OH:25])(=[O:26])[CH3:27].[CH2:1]([CH3:2])[n:3]1[cH:4][c:5]([C:19](=[O:20])[O:21][CH2:22][CH3:23])[c:6](=[O:18])[c:7]2[cH:8][c:9]([F:17])[c:10]([CH:14]3[CH2:15][CH2:16]3)[c:11]([F:13])[c:12]12.[ClH:33].[O:28]1[CH2:29][CH2:30][CH2:31][CH2:32]1>>[CH2:1]([CH3:2])[n:3]1[cH:4][c:5]([C:19](=[O:20])[OH:21])[c:6](=[O:18])[c:7]2[cH:8][c:9]([F:17])[c:10]([CH:14]3[CH2:15][CH2:16]3)[c:11]([F:13])[c:12]12. Solvent: CO (MeOH). The product is FC1=C(C=CC=C1)CCN1C=NC(=C1)C1=NC=CC(=C1)C(=O)O (2-[1-[2-(2-fluorophenyl)ethyl]imidazol-4-yl]pyridine-4-carboxylic acid). Reaction SMILES: [NH:1]1[CH:5]=[C:4]([C:6]2[CH:11]=[C:10]([C:12]([O:14]C)=[O:13])[CH:9]=[CH:8][N:7]=2)[N:3]=[CH:2]1.[F:16][C:17]1[CH:25]=[CH:24][CH:23]=[CH:22][C:18]=1[CH2:19][CH2:20]Br.[OH-].[Na+]>CO>[F:16][C:17]1[CH:25]=[CH:24][CH:23]=[CH:22][C:18]=1[CH2:19][CH2:20][N:1]1[CH:5]=[C:4]([C:6]2[CH:11]=[C:10]([C:12]([OH:14])=[O:13])[CH:9]=[CH:8][N:7]=2)[N:3]=[CH:2]1 |f:2.3|. Procedure details: The title compound was prepared in 48% yield from methyl 2-(1H-imidazol-4-yl)pyridine-4-carboxylate (PREPARATION 5) and 2-fluorophenethyl bromide according to the procedure for the preparation of Example 44, followed by saponification using NaOH in MeOH. 1HNMR (400 MHz, DMSO): δ 3.14 (2H, t, J=6.9 Hz), 4.29 (2H, t, J=7.0 Hz), 7.13 (2H, m), 7.27 (2H, m), 7.58 (1H, d, J=4.0 Hz), 7.63 (1H, s), 7.80 (1H, s), 8.25 (1H, s), 8.62 (1H, d, J=4.9 Hz). [M+H] Calc'd for C17H14FN3O2, 312. Found, 312. Isolated yield 48.0%. The reactants are N1C=NC(=C1)C1=NC=CC(=C1)C(=O)OC (methyl 2-(1H-imidazol-4-yl)pyridine-4-carboxylate), FC1=C(CCBr)C=CC=C1 (2-fluorophenethyl bromide), [OH-].[Na+] (NaOH). RXN SMILES: Cl[C:2]1[N:10]=[CH:9][N:8]=[C:7]2[C:3]=1[N:4]=[CH:5][N:6]2[C@@H:11]1[O:17][C@H:16]([CH2:18][OH:19])[C@@H:14]([OH:15])[C@H:12]1[OH:13].[CH2:20]([NH:24][CH:25]1[CH2:30][CH2:29][CH2:28][CH2:27][CH2:26]1)[C:21](=[CH2:23])[CH3:22]>C(O)CCC>[CH:25]1([N:24]([CH2:20][C:21](=[CH2:22])[CH3:23])[C:2]2[C:3]3[N:4]=[CH:5][N:6]([C:7]=3[N:8]=[CH:9][N:10]=2)[C@@H:11]2[O:17][C@H:16]([CH2:18][OH:19])[C@@H:14]([OH:15])[C@H:12]2[OH:13])[CH2:30][CH2:29][CH2:28][CH2:27][CH2:26]1. Product: C1(CCCCC1)N(C=1C=2N=CN([C@H]3[C@H](O)[C@H](O)[C@@H](CO)O3)C2N=CN1)CC(C)=C (N(6)-cyclohexyl-N(6)-methallyl-adenosine). The solvent is C(CCC)O (butanol). Reactants: ClC1=C2N=CN(C2=NC=N1)[C@H]1[C@H](O)[C@H](O)[C@H](O1)CO (6-chloro-9-(β-D-ribofuranosyl)-purine), C(C(C)=C)NC1CCCCC1 (methallyl-cyclohexylamine). Yield: 43.0%. Reported procedure: 4.3 g. 6-chloro-9-(β-D-ribofuranosyl)-purine and 7.6 g. methallyl-cyclohexylamine were heated under reflux for 2 hours in 50 ml. butanol. The reaction mixture was evaporated in a vacuum and the residue obtained was dissolved in 50 ml. ethyl acetate and then extracted twice with 50 ml. amounts of water. The organic phase was dried, again evaporated and the residue recrystallized from methanol. 2.6 g. (43% of theory) N(6)-cyclohexyl-N(6)-methallyl-adenosine were obtained; m.p. 110°- 112° C. Reactants: CSC(=N)N[N+](=O)[O-], CN(C)Cc1ccc(CSCCN)o1, CCO. The product is CN(C)Cc1ccc(CSCCNC(=N)N[N+](=O)[O-])o1. RXN SMILES: [CH3:15][S:16][C:17]([NH:18][N+:19](=[O:20])[O-:21])=[NH:22].[CH3:1][N:2]([CH3:3])[CH2:4][c:5]1[cH:6][cH:7][c:8]([CH2:10][S:11][CH2:12][CH2:13][NH2:14])[o:9]1.[CH3:23][CH2:24][OH:25]>>[CH3:1][N:2]([CH3:3])[CH2:4][c:5]1[cH:6][cH:7][c:8]([CH2:10][S:11][CH2:12][CH2:13][NH:14][C:17]([NH:18][N+:19](=[O:20])[O-:21])=[NH:22])[o:9]1. The reactants are C(C1=CC=CC=C1)OC1=C(C=C(N)C=C1C)C (4-benzyloxy-3,5-dimethylaniline), C(CCCCCCCC)(=O)O (nonanoic acid). Run in CCOCC (ether). The product is C(C1=CC=CC=C1)OC1=C(C=C(C=C1C)NC(CCCCCCCC)=O)C (N-(4-benzyloxy-3,5-dimethylphenyl)nonaneamide). As a reaction SMILES: [CH2:1]([O:8][C:9]1[C:15]([CH3:16])=[CH:14][C:12]([NH2:13])=[CH:11][C:10]=1[CH3:17])[C:2]1[CH:7]=[CH:6][CH:5]=[CH:4][CH:3]=1.[C:18](O)(=[O:27])[CH2:19][CH2:20][CH2:21][CH2:22][CH2:23][CH2:24][CH2:25][CH3:26]>CCOCC>[CH2:1]([O:8][C:9]1[C:15]([CH3:16])=[CH:14][C:12]([NH:13][C:18](=[O:27])[CH2:19][CH2:20][CH2:21][CH2:22][CH2:23][CH2:24][CH2:25][CH3:26])=[CH:11][C:10]=1[CH3:17])[C:2]1[CH:7]=[CH:6][CH:5]=[CH:4][CH:3]=1. Procedure details: 1.0 g of 4-benzyloxy-3,5-dimethylaniline and 30 ml of nonanoic acid are stirred at 150° C. for 3 hours. To the reaction mixture is added 100 ml of ether, and the mixture is washed with an aqueous 10 % sodium hydroxide and water, and dried followed by evaporation of the solvent. The residue is purified by silica gel column chromatography [Solvent:chloroform-ethanol (10:1)], and from the eluate is obtained 260 mg of N-(4-benzyloxy-3,5-dimethylphenyl)nonaneamide as an oily product. The reactants are [OH-].[Li+] (lithium hydroxide), COC(C1=CC(C(=O)OC)=CC(=C1)OCCCC)=O (5-butoxy-isophthalic acid dimethyl ester), Cl (HCl). The solvent is C1CCOC1.CO.O (THF MeOH water). The product is COC(C1=CC(C(=O)O)=CC(=C1)OCCCC)=O (5-Butoxy-isophthalic Acid Monomethyl Ester). The yield is 52.9%. RXN SMILES: [CH3:1][O:2][C:3](=[O:19])[C:4]1[CH:13]=[C:12]([O:14][CH2:15][CH2:16][CH2:17][CH3:18])[CH:11]=[C:6]([C:7]([O:9]C)=[O:8])[CH:5]=1.[OH-].[Li+].Cl>C1COCC1.CO.O>[CH3:1][O:2][C:3](=[O:19])[C:4]1[CH:13]=[C:12]([O:14][CH2:15][CH2:16][CH2:17][CH3:18])[CH:11]=[C:6]([C:7]([OH:9])=[O:8])[CH:5]=1 |f:1.2,4.5.6|. Procedure details: A suspension of 5-butoxy-isophthalic acid dimethyl ester (2.0 g, 7.5 mmol) in THF/MeOH/water (5.0 mL each) is treated with lithium hydroxide (0.22 g, 9.0 mmol) at room temperature for 1.0 h. The reaction mixture is acidified with 1.0 M HCl and the product is extracted with EtOAc (30 mL), washed with brine (30 mL), dried (Na2SO4), filtered, and concentrated under reduced pressure to a residue. The residue is purified by flash chromatography to afford the title compound as solid (1.0 g, 53%). LC-E...